Dataset: the Open Reaction Database (ORD), a public repository of structured organic reaction records. Task: describe an organic reaction: reactants, conditions, products, and yield Reaction SMILES: [CH:1]1[C:13]2[NH:12][C:11]3[C:6](=[CH:7][CH:8]=[CH:9][CH:10]=3)[C:5]=2[C:4]([O:14][CH2:15][C:16]#[N:17])=[CH:3][CH:2]=1.CCCCC.[H-].[Na+].Br[CH2:26][C:27]1[C:31]2[CH:32]=[C:33]([Cl:36])[CH:34]=[CH:35][C:30]=2[S:29][CH:28]=1>CN(C=O)C>[Cl:36][C:33]1[CH:34]=[CH:35][C:30]2[S:29][CH:28]=[C:27]([CH2:26][N:12]3[C:13]4[CH:1]=[CH:2][CH:3]=[C:4]([O:14][CH2:15][C:16]#[N:17])[C:5]=4[C:6]4[C:11]3=[CH:10][CH:9]=[CH:8][CH:7]=4)[C:31]=2[CH:32]=1 |f:2.3|. Procedure: 2-(9H-Carbazol-4-yloxy)acetonitrile (0.146 g, 0.66 mmol)) is added to a slurry of pentane-washed NaH (0.0441 g, 0.0011 mol) in DMF (1 mL) and allowed to stir for 20 min at room temperature. 3-(Bromomethyl)-5-chlorobenzothiophene (0.229 g, 0.88 mmol) is added and after stirring for 1 h the mixture is partitioned between ethyl acetate and water. The combined organic layers are dried over magnesium sulfate and concentrated to an oil. The oil is chromatographed on silica gel (75 mL) using ethyl acet... Reactants: BrCC1=CSC2=C1C=C(C=C2)Cl (3-(Bromomethyl)-5-chlorobenzothiophene), C1=CC=C(C=2C3=CC=CC=C3NC12)OCC#N (2-(9H-Carbazol-4-yloxy)acetonitrile), CCCCC (pentane), [H-].[Na+] (NaH). The solvent is CN(C)C=O (DMF). Reaction conditions: time 20 minute. The product is ClC=1C=CC2=C(C(=CS2)CN2C3=CC=CC=C3C=3C(=CC=CC23)OCC#N)C1 (2-({9-[(5-Chloro-1-benzothiophen-3-yl)methyl]-9H-carbazol-4-yl}oxy)acetonitrile). The yield is 55.7%. Procedure: Tert-butyl 5-(3,4,5-trimethoxyphenyl)-1,2,6b,7,8,10,11,11a-octahydro-9H-azepino[4,5-b][1,4]oxazino[2,3,4-hi]indole-9-carboxylate (609 mg, 75%) was prepared via coupling of the tert-butyl 5-bromo-1,2,6b,7,8,10,11,11a-octahydro-9H-azepino[4,5-b][1,4]oxazino[2,3,4-hi]indole-9-carboxylate (671 mg, 1.64 mmol) with 3,4,5-trimethoxyphenyl boronic acid (522 mg, 2.46 mmol) as illustrated above using the typical procedure for Suzuki coupling. 1H NMR (CDCl3, 300 MHz) δ1.49 (s, 9H), 1.80-2.20 (m, 4H), 2.80-... Isolated yield 74.8%. Product: COC=1C=C(C=C(C1OC)OC)C=1C=C2C3C(N4C2=C(C1)OCC4)CCN(CC3)C(=O)OC(C)(C)C (Tert-butyl 5-(3,4,5-trimethoxyphenyl)-1,2,6b,7,8,10,11,11a-octahydro-9H-azepino[4,5-b][1,4]oxazino[2,3,4-hi]indole-9-carboxylate). RXN SMILES: Br[C:2]1[CH:3]=[C:4]2[C:8]3=[C:9]([O:11][CH2:12][CH2:13][N:7]3[CH:6]3[CH2:14][CH2:15][N:16]([C:19]([O:21][C:22]([CH3:25])([CH3:24])[CH3:23])=[O:20])[CH2:17][CH2:18][CH:5]23)[CH:10]=1.[CH3:26][O:27][C:28]1[CH:29]=[C:30](B(O)O)[CH:31]=[C:32]([O:36][CH3:37])[C:33]=1[O:34][CH3:35].C>>[CH3:37][O:36][C:32]1[CH:31]=[C:30]([C:2]2[CH:3]=[C:4]3[C:8]4=[C:9]([O:11][CH2:12][CH2:13][N:7]4[CH:6]4[CH2:14][CH2:15][N:16]([C:19]([O:21][C:22]([CH3:23])([CH3:24])[CH3:25])=[O:20])[CH2:17][CH2:18][CH:5]34)[CH:10]=2)[CH:29]=[C:28]([O:27][CH3:26])[C:33]=1[O:34][CH3:35]. The reactants are BrC=1C=C2C3C(N4C2=C(C1)OCC4)CCN(CC3)C(=O)OC(C)(C)C (tert-butyl 5-bromo-1,2,6b,7,8,10,11,11a-octahydro-9H-azepino[4,5-b][1,4]oxazino[2,3,4-hi]indole-9-carboxylate), COC=1C=C(C=C(C1OC)OC)B(O)O (3,4,5-trimethoxyphenyl boronic acid), C (Methane). The reactants are CCCN1Cc2cc(Oc3cccc(CN)c3)ccc2N=C1NC(=O)OC(C)(C)C, Cc1cc(C)c(C=O)c(C)c1, [Na+], O=C([O-])O. The product is CCCN1Cc2cc(Oc3cccc(CNCc4c(C)cc(C)cc4C)c3)ccc2N=C1NC(=O)OC(C)(C)C. As a reaction SMILES: [C:1]([CH3:2])([CH3:3])([CH3:4])[O:5][C:6]([NH:7][C:8]1=[N:9][c:10]2[cH:11][cH:12][c:13]([O:21][c:22]3[cH:23][c:24]([CH2:28][NH2:29])[cH:25][cH:26][cH:27]3)[cH:14][c:15]2[CH2:16][N:17]1[CH2:18][CH2:19][CH3:20])=[O:30].[CH3:31][c:32]1[c:33]([CH:34]=[O:35])[c:36]([CH3:41])[cH:37][c:38]([CH3:40])[cH:39]1.[Na+:46].[O-:42][C:43]([OH:44])=[O:45]>>[C:1]([CH3:2])([CH3:3])([CH3:4])[O:5][C:6]([NH:7][C:8]1=[N:9][c:10]2[cH:11][cH:12][c:13]([O:21][c:22]3[cH:23][c:24]([CH2:28][NH:29][CH2:34][c:33]4[c:32]([CH3:31])[cH:39][c:38]([CH3:40])[cH:37][c:36]4[CH3:41])[cH:25][cH:26][cH:27]3)[cH:14][c:15]2[CH2:16][N:17]1[CH2:18][CH2:19][CH3:20])=[O:30]. Starting materials: [Al+3], [Cl-], [Cl-], [Cl-], O=C(Cl)c1ccc(Cl)cc1, Cn1cccc1C(=O)CCl, ClCCCl. The product is Cn1cc(C(=O)c2ccc(Cl)cc2)cc1C(=O)CCl. As a reaction SMILES: [Al+3:12].[Cl-:11].[Cl-:13].[Cl-:14].[Cl:15][C:16](=[O:17])[c:18]1[cH:19][cH:20][c:21]([Cl:22])[cH:23][cH:24]1.[Cl:1][CH2:2][C:3](=[O:4])[c:5]1[n:6]([CH3:10])[cH:7][cH:8][cH:9]1.[Cl:25][CH2:26][CH2:27][Cl:28]>>[Cl:1][CH2:2][C:3](=[O:4])[c:5]1[n:6]([CH3:10])[cH:7][c:8]([C:16](=[O:17])[c:18]2[cH:19][cH:20][c:21]([Cl:22])[cH:23][cH:24]2)[cH:9]1. The reactants are CCOc1ccc(S(N)(=O)=O)cc1, Cc1nn(-c2ccc(CCNC(=O)Oc3ccccc3)cc2)c(C)c1-c1ccccc1. Product: CCOc1ccc(S(=O)(=O)NC(=O)NCCc2ccc(-n3nc(C)c(-c4ccccc4)c3C)cc2)cc1. RXN SMILES: [CH2:32]([CH3:33])[O:34][c:35]1[cH:36][cH:37][c:38]([S:41](=[O:42])(=[O:43])[NH2:44])[cH:39][cH:40]1.[CH3:1][c:2]1[n:3][n:4](-[c:14]2[cH:15][cH:16][c:17]([CH2:20][CH2:21][NH:22][C:23]([O:24][c:25]3[cH:26][cH:27][cH:28][cH:29][cH:30]3)=[O:31])[cH:18][cH:19]2)[c:5]([CH3:13])[c:6]1-[c:7]1[cH:8][cH:9][cH:10][cH:11][cH:12]1>>[CH3:1][c:2]1[n:3][n:4](-[c:14]2[cH:15][cH:16][c:17]([CH2:20][CH2:21][NH:22][C:23](=[O:31])[NH:44][S:41]([c:38]3[cH:37][cH:36][c:35]([O:34][CH2:32][CH3:33])[cH:40][cH:39]3)(=[O:42])=[O:43])[cH:18][cH:19]2)[c:5]([CH3:13])[c:6]1-[c:7]1[cH:8][cH:9][cH:10][cH:11][cH:12]1. Reactants: O=C(OCC1CCCC(OC(Cn2ccnc2)c2ccc(Cl)cc2Cl)O1)c1ccccc1, [Na+], C1COCCO1, [OH-], O. Yields the product OCC1CCCC(OC(Cn2ccnc2)c2ccc(Cl)cc2Cl)O1. Reaction SMILES: [C:9](=[O:10])([c:11]1[cH:12][cH:13][cH:14][cH:15][cH:16]1)[O:17][CH2:18][CH:19]1[CH2:20][CH2:21][CH2:22][CH:23]([O:25][CH:26]([CH2:27][n:28]2[cH:29][n:30][cH:31][cH:32]2)[c:33]2[c:34]([Cl:40])[cH:35][c:36]([Cl:39])[cH:37][cH:38]2)[O:24]1.[Na+:8].[O:1]1[CH2:2][CH2:3][O:4][CH2:5][CH2:6]1.[OH-:7].[OH2:41]>>[OH:17][CH2:18][CH:19]1[CH2:20][CH2:21][CH2:22][CH:23]([O:25][CH:26]([CH2:27][n:28]2[cH:29][n:30][cH:31][cH:32]2)[c:33]2[c:34]([Cl:40])[cH:35][c:36]([Cl:39])[cH:37][cH:38]2)[O:24]1. The reactants are C(C)OC(CCCOC1=C(C(=CC=C1)CCCCCCBr)CCC(=O)OCC)=O (4-[3-(6-bromo-hexyl)-2-(2-ethoxycarbonyl-ethyl)-phenoxy]-butyric acid ethyl ester), C(C)(C)(C)OC(=O)NC1=CC(=CC(=C1)I)I (N-tert-butoxycarbonyl-3,5-diiodoaniline), [H-].[Na+] (NaH). Run in CCOC(=O)C (EtOAc), CN(C)C=O (DMF). Run at time 24 hour. Yields the product C(C)OC(CCCOC1=C(C(=CC=C1)CCCCCCN(C1=CC(=CC(=C1)I)I)C(=O)OC(C)(C)C)CCC(=O)OCC)=O (4-[3-{6-[tert-Butoxycarbonyl-(3,5-diiodo-phenyl)-amino]-hexyl}-2-(2-ethoxycarbonyl-ethyl)-phenoxy]-butyric acid ethyl ester). Yield: 62.7%. Reaction SMILES: [CH2:1]([O:3][C:4](=[O:29])[CH2:5][CH2:6][CH2:7][O:8][C:9]1[CH:14]=[CH:13][CH:12]=[C:11]([CH2:15][CH2:16][CH2:17][CH2:18][CH2:19][CH2:20]Br)[C:10]=1[CH2:22][CH2:23][C:24]([O:26][CH2:27][CH3:28])=[O:25])[CH3:2].[C:30]([O:34][C:35]([NH:37][C:38]1[CH:43]=[C:42]([I:44])[CH:41]=[C:40]([I:45])[CH:39]=1)=[O:36])([CH3:33])([CH3:32])[CH3:31].[H-].[Na+]>CN(C=O)C.CCOC(C)=O>[CH2:1]([O:3][C:4](=[O:29])[CH2:5][CH2:6][CH2:7][O:8][C:9]1[CH:14]=[CH:13][CH:12]=[C:11]([CH2:15][CH2:16][CH2:17][CH2:18][CH2:19][CH2:20][N:37]([C:35]([O:34][C:30]([CH3:33])([CH3:32])[CH3:31])=[O:36])[C:38]2[CH:39]=[C:40]([I:45])[CH:41]=[C:42]([I:44])[CH:43]=2)[C:10]=1[CH2:22][CH2:23][C:24]([O:26][CH2:27][CH3:28])=[O:25])[CH3:2] |f:2.3|. Procedure: To a mixture of the 4-[3-(6-bromo-hexyl)-2-(2-ethoxycarbonyl-ethyl)-phenoxy]-butyric acid ethyl ester (3.6 g, 7.6 mmol), N-tert-butoxycarbonyl-3,5-diiodoaniline (2.8 g, 6.3 mmol) in DMF (60 mL) was added NaH (60% dispersion in mineral oil), (504 mg, 12.6 mmol). The reaction mixture was stirred at room temperature for 24 h. The reaction mixture was diluted with EtOAc (120 mL), then washed with brine. The organic phase was dried over Na2SO4 and evaporated under reduced pressure. Purification by Is... The reactants are N(=O)[O-].[Na+] (Sodium nitrite), CC=1C=C(C=CC1)CCC(CC(=O)OCC)=O (5-(3-Methylphenyl)-3-oxopentanoic acid, ethyl ester). Run in O (water), C(C)(=O)O (acetic acid), O (water). Reaction conditions: time 1 hour. Product: ON=C(C(=O)OCC)C(CCC1=CC(=CC=C1)C)=O (2-(Hydroxyimino)-5-(3-methylphenyl)-3-oxopentanoic acid, ethyl ester). As a reaction SMILES: [N:1]([O-:3])=O.[Na+].[CH3:5][C:6]1[CH:7]=[C:8]([CH2:12][CH2:13][C:14](=[O:21])[CH2:15][C:16]([O:18][CH2:19][CH3:20])=[O:17])[CH:9]=[CH:10][CH:11]=1>O.C(O)(=O)C>[OH:3][N:1]=[C:15]([C:14](=[O:21])[CH2:13][CH2:12][C:8]1[CH:9]=[CH:10][CH:11]=[C:6]([CH3:5])[CH:7]=1)[C:16]([O:18][CH2:19][CH3:20])=[O:17] |f:0.1|. Procedure: Sodium nitrite (32 g) in water (60 ml) was added dropwise over 1 hour to a stirred solution of the product from example 13 step (i) (99.4 g) in acetic acid (200 ml) at a rate such that the internal temperature did not rise above 30° C. The solution was allowed to stir a further 1 hour before adding water (500 ml). After stirring for a further 24 h the reaction mixture was extracted with diethyl ether (×4). The combined ether extracts were washed with saturated sodium bicarbonate solution, and fi... Reactants: COc1ccc(Oc2cccc(N3CCNCC3)n2)cc1, O=C(NCC(F)(F)F)C1(CCCCBr)c2ccccc2-c2ccccc21. Yields the product COc1ccc(Oc2cccc(N3CCN(CCCCC4(C(=O)NCC(F)(F)F)c5ccccc5-c5ccccc54)CC3)n2)cc1. As a reaction SMILES: [CH3:1][O:2][c:3]1[cH:4][cH:5][c:6]([O:7][c:8]2[cH:9][cH:10][cH:11][c:12]([N:14]3[CH2:15][CH2:16][NH:17][CH2:18][CH2:19]3)[n:13]2)[cH:20][cH:21]1.[F:22][C:23]([CH2:24][NH:25][C:26](=[O:27])[C:28]1([CH2:41][CH2:42][CH2:43][CH2:44][Br:45])[c:29]2[cH:30][cH:31][cH:32][cH:33][c:34]2-[c:35]2[cH:36][cH:37][cH:38][cH:39][c:40]21)([F:46])[F:47]>>[CH3:1][O:2][c:3]1[cH:4][cH:5][c:6]([O:7][c:8]2[cH:9][cH:10][cH:11][c:12]([N:14]3[CH2:15][CH2:16][N:17]([CH2:44][CH2:43][CH2:42][CH2:41][C:28]4([C:26]([NH:25][CH2:24][C:23]([F:22])([F:46])[F:47])=[O:27])[c:29]5[cH:30][cH:31][cH:32][cH:33][c:34]5-[c:35]5[cH:36][cH:37][cH:38][cH:39][c:40]54)[CH2:18][CH2:19]3)[n:13]2)[cH:20][cH:21]1.